Task: describe an organic reaction: reactants, conditions, products, and yield. Dataset: the Open Reaction Database (ORD), a public repository of structured organic reaction records Reactants: C(C(C)C)N1C(N(C(C=2C1=CNC2)=O)C)=O (1-isobutyl-3-methyl-1H-pyrrolo[3,4-d]pyrimidine-2,4(3H,6H)-dione), ClCC1=CC=C(C=C1)C1=NC(=CC=C1)F (2-(4-(chloromethyl)phenyl)-6-fluoropyridine), C([O-])([O-])=O.[Cs+].[Cs+] (cesium carbonate). Solvent: CN(C)C=O (DMF), O (water). Run at time 10 minute. The product is FC1=CC=CC(=N1)C1=CC=C(CN2C=C3N(C(N(C(C3=C2)=O)C)=O)CC(C)C)C=C1 (6-(4-(6-fluoropyridin-2-yl)benzyl)-1-isobutyl-3-methyl-1H-pyrrolo[3,4-d]pyrimidine-2,4(3H,6H)-dione). Yield: 70.5%. As a reaction SMILES: [CH2:1]([N:5]1[C:10]2=[CH:11][NH:12][CH:13]=[C:9]2[C:8](=[O:14])[N:7]([CH3:15])[C:6]1=[O:16])[CH:2]([CH3:4])[CH3:3].Cl[CH2:18][C:19]1[CH:24]=[CH:23][C:22]([C:25]2[CH:30]=[CH:29][CH:28]=[C:27]([F:31])[N:26]=2)=[CH:21][CH:20]=1.C(=O)([O-])[O-].[Cs+].[Cs+]>CN(C=O)C.O>[F:31][C:27]1[N:26]=[C:25]([C:22]2[CH:21]=[CH:20][C:19]([CH2:18][N:12]3[CH:13]=[C:9]4[C:10]([N:5]([CH2:1][CH:2]([CH3:4])[CH3:3])[C:6](=[O:16])[N:7]([CH3:15])[C:8]4=[O:14])=[CH:11]3)=[CH:24][CH:23]=2)[CH:30]=[CH:29][CH:28]=1 |f:2.3.4|. Reported procedure: A suspension of 1-isobutyl-3-methyl-1H-pyrrolo[3,4-d]pyrimidine-2,4(3H,6H)-dione (540 mg, 2.46 mmol), 2-(4-(chloromethyl)phenyl)-6-fluoropyridine (0.60 g, 2.7 mmol) and cesium carbonate (1.6 g, 4.9 mmol) in anhydrous DMF is stirred at room temperature for 10 minutes. The mixture is diluted with 200 mL of water, and then extracted with CH2Cl2 three times. The combined organic phase is washed with brine, and then dried with anhydrous Na2SO4. After filtration, the filtrate is concentrated under vac... The reactants are O=C([O-])O, ClC(Cl)Cl, Cc1cc(Cl)c2cccc(O)c2n1, [Na+], C1COCCO1, c1c[nH]cn1. The product is Cc1cc(-n2ccnc2)c2cccc(O)c2n1. As a reaction SMILES: [C:23](=[O:24])([OH:25])[O-:26].[CH:19]([Cl:20])([Cl:21])[Cl:22].[Cl:1][c:2]1[cH:3][c:4]([CH3:13])[n:5][c:6]2[c:7]([OH:12])[cH:8][cH:9][cH:10][c:11]12.[Na+:27].[O:28]1[CH2:29][CH2:30][O:31][CH2:32][CH2:33]1.[nH:14]1[cH:15][n:16][cH:17][cH:18]1>>[c:2]1(-[n:14]2[cH:15][n:16][cH:17][cH:18]2)[cH:3][c:4]([CH3:13])[n:5][c:6]2[c:7]([OH:12])[cH:8][cH:9][cH:10][c:11]12. Reactants: B, CNC, CO, N#CC1(c2ccc(CCC3(C4CCCC4)CC(=O)CC(=O)O3)cc2F)CC1, O=Cc1nc2ncc(Cl)cn2n1. Yields the product N#CC1(c2ccc(CCC3(C4CCCC4)CC(=O)C(Cc4nc5ncc(Cl)cn5n4)C(=O)O3)cc2F)CC1. RXN SMILES: [BH3:43].[CH3:40][NH:41][CH3:42].[CH3:44][OH:45].[CH:1]1([C:6]2([CH2:14][CH2:15][c:16]3[cH:17][c:18]([F:27])[c:19]([C:22]4([C:25]#[N:26])[CH2:23][CH2:24]4)[cH:20][cH:21]3)[O:7][C:8](=[O:13])[CH2:9][C:10](=[O:12])[CH2:11]2)[CH2:2][CH2:3][CH2:4][CH2:5]1.[Cl:28][c:29]1[cH:30][n:31][c:32]2[n:33]([cH:34]1)[n:35][c:36]([CH:38]=[O:39])[n:37]2>>[CH:1]1([C:6]2([CH2:14][CH2:15][c:16]3[cH:17][c:18]([F:27])[c:19]([C:22]4([C:25]#[N:26])[CH2:23][CH2:24]4)[cH:20][cH:21]3)[O:7][C:8](=[O:13])[CH:9]([CH2:38][c:36]3[n:35][n:33]4[c:32]([n:31][cH:30][c:29]([Cl:28])[cH:34]4)[n:37]3)[C:10](=[O:12])[CH2:11]2)[CH2:2][CH2:3][CH2:4][CH2:5]1. Yields the product C(CCC)OC1CN(CCC1)C1=NC(=NC2=CC=CC=C12)C1=CC=CC=C1 (4-(3-Butoxypiperidinyl)-2-phenylquinazoline). The solvent is CN(C=O)C (dimethylformamide). Procedure: Equimolar amounts of 4-(3-hydroxypiperidinyl-2-phenylquinazoline and soda amide are mixed in dimethylformamide and reacted with butyl chloride to prepare the title compound. Reactants: OC1CN(CCC1)C1=NC(=NC2=CC=CC=C12)C1=CC=CC=C1 (3-hydroxypiperidinyl-2-phenylquinazoline), amide, C(CCC)Cl (butyl chloride). As a reaction SMILES: [OH:1][CH:2]1[CH2:7][CH2:6][CH2:5][N:4]([C:8]2[C:17]3[C:12](=[CH:13][CH:14]=[CH:15][CH:16]=3)[N:11]=[C:10]([C:18]3[CH:23]=[CH:22][CH:21]=[CH:20][CH:19]=3)[N:9]=2)[CH2:3]1.[CH2:24](Cl)[CH2:25][CH2:26][CH3:27]>CN(C)C=O>[CH2:24]([O:1][CH:2]1[CH2:7][CH2:6][CH2:5][N:4]([C:8]2[C:17]3[C:12](=[CH:13][CH:14]=[CH:15][CH:16]=3)[N:11]=[C:10]([C:18]3[CH:23]=[CH:22][CH:21]=[CH:20][CH:19]=3)[N:9]=2)[CH2:3]1)[CH2:25][CH2:26][CH3:27]. The reactants are CS(=O)(=O)O[C@H]1[C@@H](CCC1)OC1=CC=C(C=C1)Br (trans-2-(4-bromophenoxy)cyclopentyl methanesulfonate), BrC1=CC=C(O[C@H]2[C@@H](CCCC2)O)C=C1 ((1R,2R)-2-(4-bromophenoxy)cyclohexanol). The product is CS(=O)(=O)O[C@H]1[C@@H](CCCC1)OC1=CC=C(C=C1)Br ((1R,2R)-2-(4-bromophenoxy)cyclohexyl methanesulfonate). As a reaction SMILES: [CH3:1][S:2]([O:5][C@@H:6]1[CH2:10][CH2:9][CH2:8][C@H:7]1[O:11][C:12]1[CH:17]=[CH:16][C:15]([Br:18])=[CH:14][CH:13]=1)(=[O:4])=[O:3].Br[C:20]1C=CC(O[C@@H]2CCCC[C@H]2O)=CC=1>>[CH3:1][S:2]([O:5][C@@H:6]1[CH2:10][CH2:9][CH2:8][CH2:20][C@H:7]1[O:11][C:12]1[CH:13]=[CH:14][C:15]([Br:18])=[CH:16][CH:17]=1)(=[O:3])=[O:4]. Procedure details: The title compound of Step 4 was prepared according to the general procedure for the synthesis of trans-2-(4-bromophenoxy)cyclopentyl methanesulfonate in Example 5, except that (1R,2R)-2-(4-bromophenoxy)cyclohexanol was used instead of trans-2-(4-bromophenoxy)cyclopentanol. (1R,2R)-2-(4-bromophenoxy)cyclohexyl methanesulfonate was obtained as a light golden oil. Yield: 3.60 g, 10.3 mmol, quantitative. 1H NMR (400 MHz, CDCl3) δ 1.26-1.51 (m, 3H), 1.64-1.84 (m, 3H), 2.19 (m, 1H), 2.30 (m, 1H), 2.9... Reactants: COC(=O)C=1C=C(C=C2C=NNC12)Br (5-bromo-1H-indazole-7-carboxylic acid methyl ester), IC(C)C (2-iodopropane). The product is COC(=O)C=1C=C(C=C2C=NN(C12)C(C)C)Br (5-bromo-1-isopropyl-1H-indazole-7-carboxylic acid methyl ester). Isolated yield 65.0%. RXN SMILES: [CH3:1][O:2][C:3]([C:5]1[CH:6]=[C:7]([Br:14])[CH:8]=[C:9]2[C:13]=1[NH:12][N:11]=[CH:10]2)=[O:4].I[CH:16]([CH3:18])[CH3:17]>>[CH3:1][O:2][C:3]([C:5]1[CH:6]=[C:7]([Br:14])[CH:8]=[C:9]2[C:13]=1[N:12]([CH:16]([CH3:18])[CH3:17])[N:11]=[CH:10]2)=[O:4]. Procedure: Compound 14 was prepared following general method 1, using 5-bromo-1H-indazole-7-carboxylic acid methyl ester as a starting material and 2-iodopropane as alkylating agent. Yield: 65%. Reaction SMILES: [Cl:1][C:2]1[CH:7]=[CH:6][C:5]([S:8]([NH:11][C@@H:12]2[CH2:17][CH2:16][CH2:15][CH2:14][C@H:13]2[CH2:18][OH:19])(=[O:10])=[O:9])=[CH:4][CH:3]=1.C(=O)([O-])[O-].[Cs+].[Cs+].Br[CH2:27][C:28]1[C:35]([F:36])=[CH:34][C:31]([C:32]#[N:33])=[C:30]([F:37])[CH:29]=1.ClC1C=CC(S(N(CC2C=CC(C3OC=CN=3)=C(F)C=2F)[C@@H]2CCCC[C@H]2CO)(=O)=O)=CC=1>>[Cl:1][C:2]1[CH:7]=[CH:6][C:5]([S:8]([N:11]([CH2:27][C:28]2[CH:29]=[C:30]([F:37])[C:31]([C:32]#[N:33])=[CH:34][C:35]=2[F:36])[C@@H:12]2[CH2:17][CH2:16][CH2:15][CH2:14][C@H:13]2[CH2:18][OH:19])(=[O:9])=[O:10])=[CH:4][CH:3]=1 |f:1.2.3|. Reactants: ClC1=CC=C(C=C1)S(=O)(=O)N[C@H]1[C@@H](CCCC1)CO (4-chloro-N-((1R,2R)-2-(hydroxymethyl)cyclohexyl)benzenesulfonamide), C([O-])([O-])=O.[Cs+].[Cs+] (cesium carbonate), BrCC1=CC(=C(C#N)C=C1F)F (4-(bromomethyl)-2,5-difluorobenzonitrile), ClC1=CC=C(C=C1)S(=O)(=O)N([C@H]1[C@@H](CCCC1)CO)CC1=C(C(=C(C=C1)C=1OC=CN1)F)F (4-chloro-N-(2,3-difluoro-4-(oxazol-2-yl)benzyl)-N-((1R,2R)-2-(hydroxymethyl)cyclohexyl)benzenesulfonamide). Yields the product ClC1=CC=C(C=C1)S(=O)(=O)N([C@H]1[C@@H](CCCC1)CO)CC1=C(C=C(C(=C1)F)C#N)F (4-chloro-N-(4-cyano-2,5-difluorobenzyl)-N-((1R,2R)-2-(hydroxymethyl)cyclohexyl)benzenesulfonamide). Procedure: The title compound was synthesized from 4-chloro-N-((1R,2R)-2-(hydroxymethyl)cyclohexyl)benzenesulfonamide (300 mg, 1.0 mmol), cesium carbonate (390 mg, 1.20 mmol), and 4-(bromomethyl)-2,5-difluorobenzonitrile (278 mg, 1.20 mmol) according to the procedure described for 4-chloro-N-(2,3-difluoro-4-(oxazol-2-yl)benzyl)-N-((1R,2R)-2-(hydroxymethyl)cyclohexyl)benzenesulfonamide (Example 20) to give 4-chloro-N-(4-cyano-2,5-difluorobenzyl)-N-((1R,2R)-2-(hydroxymethyl)cyclohexyl)benzenesulfonamide (350... Isolated yield 76.9%. The reactants are CS(C)=O, O=[N+]([O-])c1ccc(F)cc1OCC(F)(F)F, [K+], [K+], O=C([O-])[O-], OC1CCNCC1. The product is O=[N+]([O-])c1ccc(N2CCC(O)CC2)cc1OCC(F)(F)F. As a reaction SMILES: [CH3:30][S:31]([CH3:32])=[O:33].[F:1][C:2]([CH2:3][O:4][c:5]1[c:6]([N+:12](=[O:13])[O-:14])[cH:7][cH:8][c:9]([F:11])[cH:10]1)([F:15])[F:16].[K+:17].[K+:18].[O-:19][C:20]([O-:21])=[O:22].[OH:23][CH:24]1[CH2:25][CH2:26][NH:27][CH2:28][CH2:29]1>>[F:1][C:2]([CH2:3][O:4][c:5]1[c:6]([N+:12](=[O:13])[O-:14])[cH:7][cH:8][c:9]([N:27]2[CH2:26][CH2:25][CH:24]([OH:23])[CH2:29][CH2:28]2)[cH:10]1)([F:15])[F:16].